This data is from the Open Reaction Database (ORD), a public repository of structured organic reaction records. The task is: describe an organic reaction: reactants, conditions, products, and yield Run at time 8 hour. Product: C(CCCCCCCC=CCCCCCCCC)(=O)OC(CC(=O)N[C@@H](C(C)C)C(=O)O)CCCCCCCC=CCCCCCCCC (N-[3-(9-octadecenoyloxy)-11-eicosenoyl]-L-valine). RXN SMILES: [C:1]([O:20][CH:21]([CH2:26][CH2:27][CH2:28][CH2:29][CH2:30][CH2:31][CH2:32][CH:33]=[CH:34][CH2:35][CH2:36][CH2:37][CH2:38][CH2:39][CH2:40][CH2:41][CH3:42])[CH2:22][C:23]([OH:25])=O)(=[O:19])[CH2:2][CH2:3][CH2:4][CH2:5][CH2:6][CH2:7][CH2:8][CH:9]=[CH:10][CH2:11][CH2:12][CH2:13][CH2:14][CH2:15][CH2:16][CH2:17][CH3:18].[NH2:43][C@H:44]([C:48]([OH:50])=[O:49])[CH:45]([CH3:47])[CH3:46].[OH-].[Na+].Cl>CN(C)C=O>[C:1]([O:20][CH:21]([CH2:26][CH2:27][CH2:28][CH2:29][CH2:30][CH2:31][CH2:32][CH:33]=[CH:34][CH2:35][CH2:36][CH2:37][CH2:38][CH2:39][CH2:40][CH2:41][CH3:42])[CH2:22][C:23]([NH:43][C@H:44]([C:48]([OH:50])=[O:49])[CH:45]([CH3:47])[CH3:46])=[O:25])(=[O:19])[CH2:2][CH2:3][CH2:4][CH2:5][CH2:6][CH2:7][CH2:8][CH:9]=[CH:10][CH2:11][CH2:12][CH2:13][CH2:14][CH2:15][CH2:16][CH2:17][CH3:18] |f:2.3|. Procedure: To a solution of N-hydroxysuccinimide ester of 3-(9-octadecenoyloxy)-11-eicosenoic acid (3 g) in N,N-dimethylformamide (30 ml) was added a solution of L-valine (4.42 g) and a 1N sodium hydroxide solution (37 ml) at 0° C. The resulting mixture was stirred at ambient temperature overnight. The reaction mixture was acidified with 1N hydrochloric acid solution, extracted with ethyl acetate, washed with water and dried over magnesium sulfate. Ethyl acetate was distilled off to give powder of N-[3-(9-... Yield: 77.1%. The solvent is CN(C=O)C (N,N-dimethylformamide). The reactants are [OH-].[Na+] (sodium hydroxide), Cl (hydrochloric acid), N-hydroxysuccinimide ester, C(CCCCCCCC=CCCCCCCCC)(=O)OC(CC(=O)O)CCCCCCCC=CCCCCCCCC (3-(9-octadecenoyloxy)-11-eicosenoic acid), N[C@@H](C(C)C)C(=O)O (L-valine). Starting materials: C(C)(=O)OC1[C@@](O)([C@](O)([C@H](O1)COCC1=CC=CC=C1)CC1=CC=CC=C1)CC1=CC=CC=C1 (1-O-Acetyl-2,3,5-O-tris(phenylmethyl)-D-arabinofuranose), CO.CC(=O)O (MeOH HOAc). Reagents/catalysts: [Pd] (Pd/C). Solvent: N1=CC=CC=C1 (pyridine). The product is C(C)(=O)O[C@@H]1[C@@](O)([C@H](OCC2=CC=CC=C2)[C@H](O1)CO)CC1=CC=CC=C1 (1-O-Acetyl-2,3-O-bis(phenylmethyl)-α-D-arabinofuranose). Isolated yield 39.0%. Reaction SMILES: C(O[CH:5]1[O:11][C@H:10]([CH2:12][O:13][CH2:14][C:15]2[CH:20]=[CH:19][CH:18]=[CH:17][CH:16]=2)[C@@:8](CC2C=CC=CC=2)([OH:9])[C@:6]1([CH2:28][C:29]1[CH:34]=[CH:33][CH:32]=[CH:31][CH:30]=1)[OH:7])(=O)C.CO.[CH3:37][C:38]([OH:40])=[O:39]>[Pd].N1C=CC=CC=1>[C:38]([O:40][C@H:5]1[O:11][C@H:10]([CH2:8][OH:9])[C@@H:12]([O:13][CH2:14][C:15]2[CH:16]=[CH:17][CH:18]=[CH:19][CH:20]=2)[C@:6]1([CH2:28][C:29]1[CH:30]=[CH:31][CH:32]=[CH:33][CH:34]=1)[OH:7])(=[O:39])[CH3:37] |f:1.2|. Reported procedure: To a solution of acetate (V) (20.6 g, 4.46 mmol) in a 1:1 solution of MeOH/HOAc (100 ml) was added 2.0 g of 10% Pd/C and 82 μl of pyridine (0.4%). The solution was shaken on a Parr apparatus under 50 psig of H2. After 24 h the solution was filtered and concentrated, and the residue was purified on a Waters Prep-500 HPLC (EtOAc/hexane, 22/78) to yield 6.4 g of a light yellow oil (39%), homogeneous by TLC. This reaction routinely gave yields of 35-40%. The point at which the reaction is removed fr... The reactants are CC(=O)CC(C)C, [Na+], [Na+], O=C([O-])[O-], CCC(=O)C1(Nc2ccccc2)CCNCC1, OCCc1cccs1. The product is CCC(=O)C1(Nc2ccccc2)CCN(CCc2cccs2)CC1. Reaction SMILES: [CH3:32][CH:33]([CH3:34])[CH2:35][C:36](=[O:37])[CH3:38].[Na+:26].[Na+:27].[O-:28][C:29](=[O:30])[O-:31].[c:9]1([NH:15][C:16]2([C:22]([CH2:23][CH3:24])=[O:25])[CH2:17][CH2:18][NH:19][CH2:20][CH2:21]2)[cH:10][cH:11][cH:12][cH:13][cH:14]1.[s:1]1[c:2]([CH2:6][CH2:7][OH:8])[cH:3][cH:4][cH:5]1>>[s:1]1[c:2]([CH2:6][CH2:7][N:19]2[CH2:18][CH2:17][C:16]([NH:15][c:9]3[cH:10][cH:11][cH:12][cH:13][cH:14]3)([C:22]([CH2:23][CH3:24])=[O:25])[CH2:21][CH2:20]2)[cH:3][cH:4][cH:5]1. As a reaction SMILES: Br[CH2:2]/[CH:3]=[CH:4]/[C:5]([OH:7])=O.Cl.[Cl:9][C:10]1[CH:11]=[C:12]([OH:30])[CH:13]=[C:14]([NH:16][C:17]2[C:18]3[C:25]4[CH2:26][CH2:27][NH:28][CH2:29][C:24]=4[S:23][C:19]=3[N:20]=[CH:21][N:22]=2)[CH:15]=1.[CH3:31][O:32][CH2:33][CH2:34][NH:35][CH2:36][CH2:37][O:38][CH3:39]>>[CH3:31][O:32][CH2:33][CH2:34][N:35]([CH2:36][CH2:37][O:38][CH3:39])[CH2:2]/[CH:3]=[CH:4]/[C:5]([N:28]1[CH2:27][CH2:26][C:25]2[C:18]3[C:17]([NH:16][C:14]4[CH:13]=[C:12]([OH:30])[CH:11]=[C:10]([Cl:9])[CH:15]=4)=[N:22][CH:21]=[N:20][C:19]=3[S:23][C:24]=2[CH2:29]1)=[O:7] |f:1.2|. Reactants: BrC/C=C/C(=O)O ((2E)-4-bromobut-2-enoic acid), Cl.ClC=1C=C(C=C(C1)NC=1C2=C(N=CN1)SC1=C2CCNC1)O (3-Chloro-5-(5,6,7,8-tetrahydropyrido[4′,3′:4,5]thieno[2,3-d]pyrimidin-4-ylamino)phenol hydrochloride), COCCNCCOC (bis(2-methoxyethyl)amine). Reported procedure: In analogy to Example 130, the title compound was prepared from (2E)-4-bromobut-2-enoic acid (84 mg, 0.41 mmol), 3-chloro-5-(5,6,7,8-tetrahydropyrido[4′,3′:4,5]thieno[2,3-d]pyrimidin-4-ylamino)phenol hydrochloride from Example 65A (100 mg, 0.27 mmol) and bis(2-methoxyethyl)amine (58 mg, 0.43 mmol) to yield 42 mg (29%). Product: COCCN(C/C=C/C(=O)N1CC2=C(C3=C(N=CN=C3NC=3C=C(C=C(C3)Cl)O)S2)CC1)CCOC (3-[(7-{(2E)-4-[Bis(2-methoxyethyl)amino]but-2-enoyl}-5,6,7,8-tetrahydropyrido[4′,3′:4,5]thieno[2,3-d]pyrimidin-4-yl)amino]-5-chlorophenol). Starting materials: AlLiH4, C(C)OC(=O)C1CCCC2=C1N=CS2 (4-Ethoxycarbonyl-4,5,6,7-tetrahydro-benzo[d]thiazole). Run in O1CCCC1 (tetrahydrofuran), C1CCOC1 (THF). Conditions: time 30 minute. Product: OCC1CCCC2=C1N=CS2 (4-Hydroxymethyl-4,5,6,7-tetrahydro-benzo[d]thiazole). Isolated yield 70.0%. RXN SMILES: C([O:3][C:4]([CH:6]1[C:11]2[N:12]=[CH:13][S:14][C:10]=2[CH2:9][CH2:8][CH2:7]1)=O)C>O1CCCC1>[OH:3][CH2:4][CH:6]1[C:11]2[N:12]=[CH:13][S:14][C:10]=2[CH2:9][CH2:8][CH2:7]1. Procedure: To a solution of 1.14 g (30 mmoles) of AlLiH4 in 50 ml anhydrous tetrahydrofuran, cooled to -20° C. and maintained at that temperature, are slowly added 6.66 g (30 mmoles) of the above derivative (III) dissolved in 30 ml anhydrous THF. After 30 minutes at -20° C., excess AlLiH4 is destroyed by addition of isopropanol at -20° C. followed by 5 ml saturated aqueous sodium chloride, and is then stirred for 2 hrs. The resulting precipitate is filtered off and washed with ethyl acetate; the filtrate i... Reaction SMILES: [CH2:34]1[O:35][CH2:36][CH2:37][CH2:38]1.[CH3:2][Si:3]([N-:4][Si:5]([CH3:6])([CH3:7])[CH3:8])([CH3:9])[CH3:10].[Cl:26][C:27]([C:28]([Cl:29])([Cl:30])[Cl:31])([Cl:32])[Cl:33].[F:11][C:12]([c:13]1[cH:14][cH:15][c:16](-[c:19]2[cH:20][n:21][cH:22][o:23]2)[cH:17][cH:18]1)([F:24])[F:25].[Li+:1]>>[F:11][C:12]([c:13]1[cH:14][cH:15][c:16](-[c:19]2[cH:20][n:21][c:22]([Cl:26])[o:23]2)[cH:17][cH:18]1)([F:24])[F:25]. The reactants are C1CCOC1, C[Si](C)(C)[N-][Si](C)(C)C, ClC(Cl)(Cl)C(Cl)(Cl)Cl, FC(F)(F)c1ccc(-c2cnco2)cc1, [Li+]. The product is FC(F)(F)c1ccc(-c2cnc(Cl)o2)cc1. Starting materials: C(C#C)Br (propargyl bromide), CC(C(=O)OCC)C(=O)OCC (diethyl methylmalonate), [Br-].[Na+] (sodium bromide). Run in alkoxide. The product is CC(C(=O)OCC)(C(=O)OCC)CC#C (Diethyl 2-methyl-2-propargyl-malonate). RXN SMILES: [CH3:1][CH:2]([C:8]([O:10][CH2:11][CH3:12])=[O:9])[C:3]([O:5][CH2:6][CH3:7])=[O:4].[CH2:13](Br)[C:14]#[CH:15].[Br-].[Na+]>>[CH3:1][C:2]([CH2:15][C:14]#[CH:13])([C:3]([O:5][CH2:6][CH3:7])=[O:4])[C:8]([O:10][CH2:11][CH3:12])=[O:9] |f:2.3|. Reported procedure: At 35° to 40° to C., with stirring, 174 g (1.0 ml) of diethyl methylmalonate are added dropwise to an alkoxide solution (prepared from 23 g of sodium and 800 ml of absolute ethanol), the mixture is stirred for a further hour and then at 45° C. 130.8 g (1.1 mol) of propargyl bromide are added dropwise. The mixture is refluxed for a further 2 hours. After cooling the precipitated sodium bromide is separated by suction filtering and the filtrate is substantially evaporated in vacuo. The residue is ... The reactants are BrCC1(COC1)CBr (3,3-bis-bromomethyl-oxetane), CN(C=O)C (N,N-dimethylformamide), Cl (hydrochloric acid), ice water, FC1=CC=C(C=C1)S(=O)(=O)N (4-fluoro-benzenesulfonamide), CN(C=O)C (N,N-dimethylformamide), [H-].[Na+] (sodium hydride). Conditions: temperature 0 celsius, time 10 minute. Yields the product FC1=CC=C(C=C1)S(=O)(=O)N1CC2(C1)CCC2 (2-(4-fluoro-benzenesulfonyl)-2-aza-spiro[3.3]heptane). Isolated yield 26.0%. RXN SMILES: [F:1][C:2]1[CH:7]=[CH:6][C:5]([S:8]([NH2:11])(=[O:10])=[O:9])=[CH:4][CH:3]=1.[H-].[Na+].Br[CH2:15][C:16]1([CH2:20]Br)[CH2:19]O[CH2:17]1.Cl.[CH3:23]N(C)C=O>>[F:1][C:2]1[CH:3]=[CH:4][C:5]([S:8]([N:11]2[CH2:17][C:16]3([CH2:20][CH2:23][CH2:19]3)[CH2:15]2)(=[O:9])=[O:10])=[CH:6][CH:7]=1 |f:1.2|. Reported procedure: To a cooled (ice-water bath) solution of 4-fluoro-benzenesulfonamide (320 mg, 1.83 mmol) in N,N-dimethylformamide (5 mL), was added sodium hydride (150 mg, 60% dispersion, 3.75 mmol) portion-wise. After the mixture was stirred at 0° C. for 10 minutes, a solution of 3,3-bis-bromomethyl-oxetane (440 mg, 1.8 mmol) in N,N-dimethylformamide (3 mL) was added. The resulting mixture was stirred at room temperature overnight, then neutralized with 1 N hydrochloric acid, and extracted with ethyl acetate (... Starting materials: Cl.CN(CCCN=C=NCC)C (1-(3-Dimethylaminopropyl)-3-ethylcarbodiimide monohydrochloride), C(C)OC(=O)N1[C@@H](C[C@@H](C2=NC(=CC=C12)OC)NC1=NC=C(C(=N1)CC1=CC(=CC(=C1)C(F)(F)F)C(F)(F)F)C(=O)O)CC ((2R*,4S*)-4-{[3,5-Bis(trifluoromethyl)benzyl]-(5-carboxypyrimidin-2-yl)}amino-2-ethyl-6-methoxy-3,4-dihydro-2H-[1,5]naphthyridine-1-carboxylic acid ethyl ester), N1CCOCC1 (morpholine), ON1N=NC2=C1C=CC=C2 (1-hydroxybenzotriazole), C(O)([O-])=O.[Na+] (sodium hydrogen carbonate). Solvent: CN(C=O)C (N,N-dimethylformamide), C(C)N(CC)CC (triethylamine). Conditions: time 8 hour. Product: C(C)OC(=O)N1[C@@H](C[C@@H](C2=NC(=CC=C12)OC)NC1=NC=C(C(=N1)CC1=CC(=CC(=C1)C(F)(F)F)C(F)(F)F)C(=O)N1CCOCC1)CC ((2R*,4S*)-4-{[3,5-bis(trifluoromethyl)benzyl]-[5-(morpholin-4-carbonyl) pyrimidin-2-yl]}amino-2-ethyl-6-methoxy-3,4-dihydro-2H-[1,5]naphthyridine-1-carboxylic acid ethyl ester). Reaction SMILES: [CH2:1]([O:3][C:4]([N:6]1[C:15]2[C:10](=[N:11][C:12]([O:16][CH3:17])=[CH:13][CH:14]=2)[C@@H:9]([NH:18][C:19]2[N:24]=[C:23]([CH2:25][C:26]3[CH:31]=[C:30]([C:32]([F:35])([F:34])[F:33])[CH:29]=[C:28]([C:36]([F:39])([F:38])[F:37])[CH:27]=3)[C:22]([C:40](O)=[O:41])=[CH:21][N:20]=2)[CH2:8][C@H:7]1[CH2:43][CH3:44])=[O:5])[CH3:2].[NH:45]1[CH2:50][CH2:49][O:48][CH2:47][CH2:46]1.ON1C2C=CC=CC=2N=N1.Cl.CN(C)CCCN=C=NCC.C(=O)([O-])O.[Na+]>CN(C)C=O.C(N(CC)CC)C>[CH2:1]([O:3][C:4]([N:6]1[C:15]2[C:10](=[N:11][C:12]([O:16][CH3:17])=[CH:13][CH:14]=2)[C@@H:9]([NH:18][C:19]2[N:24]=[C:23]([CH2:25][C:26]3[CH:27]=[C:28]([C:36]([F:37])([F:39])[F:38])[CH:29]=[C:30]([C:32]([F:33])([F:34])[F:35])[CH:31]=3)[C:22]([C:40]([N:45]3[CH2:50][CH2:49][O:48][CH2:47][CH2:46]3)=[O:41])=[CH:21][N:20]=2)[CH2:8][C@H:7]1[CH2:43][CH3:44])=[O:5])[CH3:2] |f:3.4,5.6|. Reported procedure: (2R*,4S*)-4-{[3,5-Bis(trifluoromethyl)benzyl]-(5-carboxypyrimidin-2-yl)}amino-2-ethyl-6-methoxy-3,4-dihydro-2H-[1,5]naphthyridine-1-carboxylic acid ethyl ester (150 mg) is dissolved in N,N-dimethylformamide (4 ml) and thereto are added morpholine (0.03 ml) and 1-hydroxybenzotriazole (50 mg) at room temperature. 1-(3-Dimethylaminopropyl)-3-ethylcarbodiimide monohydrochloride (70 mg) is added to the mixture under ice-cooling, triethylamine (0.04 ml) is added thereto dropwise, and the mixture is st...